Dataset: the Open Reaction Database (ORD), a public repository of structured organic reaction records. Task: describe an organic reaction: reactants, conditions, products, and yield Starting materials: O=C(O)c1cc(Br)sc1Br, Cl, [K+], [K+], O=C([O-])[O-], C1COCCO1, O, OB(O)c1ccoc1. Yields the product O=C(O)c1cc(Br)sc1-c1ccoc1. RXN SMILES: [Br:1][c:2]1[s:3][c:4]([Br:10])[cH:5][c:6]1[C:7](=[O:8])[OH:9].[ClH:25].[K+:11].[K+:12].[O-:13][C:14]([O-:15])=[O:16].[O:26]1[CH2:27][CH2:28][O:29][CH2:30][CH2:31]1.[OH2:32].[o:17]1[cH:18][c:19]([B:22]([OH:23])[OH:24])[cH:20][cH:21]1>>[c:2]1(-[c:19]2[cH:18][o:17][cH:21][cH:20]2)[s:3][c:4]([Br:10])[cH:5][c:6]1[C:7](=[O:8])[OH:9]. The reactants are O=[N+]([O-])c1ccc(-c2nc(-c3cccnc3)no2)cc1O, C1CCOC1. The product is Nc1ccc(-c2nc(-c3cccnc3)no2)cc1O. RXN SMILES: [N+:1]([O-:2])(=[O:3])[c:4]1[c:5]([OH:21])[cH:6][c:7](-[c:10]2[n:11][c:12](-[c:15]3[cH:16][n:17][cH:18][cH:19][cH:20]3)[n:13][o:14]2)[cH:8][cH:9]1.[O:22]1[CH2:23][CH2:24][CH2:25][CH2:26]1>>[NH2:1][c:4]1[c:5]([OH:21])[cH:6][c:7](-[c:10]2[n:11][c:12](-[c:15]3[cH:16][n:17][cH:18][cH:19][cH:20]3)[n:13][o:14]2)[cH:8][cH:9]1. Starting materials: CCO, COCCOCCN, CC#N, CC(C)OC(C)C, Cc1cc(C)cc(-n2ncc3c(Cl)ncnc32)c1. Yields the product COCCOCCNc1ncnc2c1cnn2-c1cc(C)cc(C)c1. As a reaction SMILES: [CH3:1][CH2:2][OH:3].[CH3:22][O:23][CH2:24][CH2:25][O:26][CH2:27][CH2:28][NH2:29].[CH3:37][C:38]#[N:39].[CH:30]([O:31][CH:32]([CH3:33])[CH3:34])([CH3:35])[CH3:36].[Cl:4][c:5]1[c:6]2[c:7]([n:8][cH:9][n:10]1)[n:11](-[c:14]1[cH:15][c:16]([CH3:21])[cH:17][c:18]([CH3:20])[cH:19]1)[n:12][cH:13]2>>[c:5]1([NH:29][CH2:28][CH2:27][O:26][CH2:25][CH2:24][O:23][CH3:22])[c:6]2[c:7]([n:8][cH:9][n:10]1)[n:11](-[c:14]1[cH:15][c:16]([CH3:21])[cH:17][c:18]([CH3:20])[cH:19]1)[n:12][cH:13]2. The reactants are C=1(C(=CC=CC1)C(=O)CN1C(C(CNC2=C1C=C(C=C2)C)NC(=O)NC2=CC(=CC=C2)C(=O)OCC)=O)C (1-[1-(2-toluoylmethyl)-2-oxo-8-methyl-1,3,4,5-tetrahydro-2H-1,5-benzodiazepin-3-yl]-3-(3-ethoxycarbonylphenyl)urea), C(C(C)C)(=O)Cl (isobutyryl chloride), N1=CC=CC=C1 (pyridine). Run in ClCCCl (1,2-dichloroethane). The product is C=1(C(=CC=CC1)C(=O)CN1C(C(CN(C2=C1C=C(C=C2)C)C(C(C)C)=O)NC(=O)NC2=CC(=CC=C2)C(=O)OCC)=O)C (1-[1-(2-toluoylmethyl)-2-oxo-5-isobutyryl-8-methyl-1,3,4,5-tetrahydro-2H-1,5-benzodiazepin-3-yl]-3-(3-ethoxycarbonylphenyl)urea). Isolated yield 113.9%. As a reaction SMILES: [C:1]1([CH3:38])[C:2]([C:7]([CH2:9][N:10]2[C:16]3[CH:17]=[C:18]([CH3:21])[CH:19]=[CH:20][C:15]=3[NH:14][CH2:13][CH:12]([NH:22][C:23]([NH:25][C:26]3[CH:31]=[CH:30][CH:29]=[C:28]([C:32]([O:34][CH2:35][CH3:36])=[O:33])[CH:27]=3)=[O:24])[C:11]2=[O:37])=[O:8])=[CH:3][CH:4]=[CH:5][CH:6]=1.[C:39](Cl)(=[O:43])[CH:40]([CH3:42])[CH3:41].N1C=CC=CC=1>ClCCCl>[C:1]1([CH3:38])[C:2]([C:7]([CH2:9][N:10]2[C:16]3[CH:17]=[C:18]([CH3:21])[CH:19]=[CH:20][C:15]=3[N:14]([C:39](=[O:43])[CH:40]([CH3:42])[CH3:41])[CH2:13][CH:12]([NH:22][C:23]([NH:25][C:26]3[CH:31]=[CH:30][CH:29]=[C:28]([C:32]([O:34][CH2:35][CH3:36])=[O:33])[CH:27]=3)=[O:24])[C:11]2=[O:37])=[O:8])=[CH:3][CH:4]=[CH:5][CH:6]=1. Procedure: 1-[1-(2-Toluoylmethyl)-2-oxo-8-methyl-1,3,4,5-tetrahydro-2H-1,5-benzodiazepin-3-yl]-3-(3-ethoxycarbonylphenyl)urea (500 mg) obtained from Step 1 of Example 93 was suspended in 1,2-dichloroethane (10 ml), isobutyryl chloride (114 mg) and pyridine (86 μl) were added thereto at room temperature, and the mixture was refluxed for 2 hours and 30 minutes. The reaction mixture was allowed to cool, washed with saturated aqueous sodium bicarbonate, dried over anhydrous sodium sulfate, and the solvent was ... The reactants are COC=1C=C(C=CC1)NC1=C(C=NC2=C(C=C(C=C12)S(=O)(=O)C1=CC(=CC=C1)C(NCCCCCCCC=O)=O)C)C(=O)N (4-[(3-Methoxyphenyl)amino]-8-methyl-6-[[3-[(8-oxooctyl)carbamoyl]phenyl]sulfonyl]quinoline-3-carboxamide), OCC1=CC=C(C=C1)C1=CC(=CC=C1)S(=O)(=O)C=1C=C2C(=C(C=NC2=C(C1)C)C(=O)N)NC1=CC(=CC=C1)OC (6-((4′-(hydroxymethyl)-[1,1′-biphenyl]-3-yl)sulfonyl)-4-((3-methoxyphenyl)amino)-8-methylquinoline-3-carboxamide), C31H26N3O5S. Product: C(=O)C1=CC=C(C=C1)C1=CC(=CC=C1)S(=O)(=O)C=1C=C2C(=C(C=NC2=C(C1)C)C(=O)N)NC1=CC(=CC=C1)OC (6-((4′-formyl-[1,1′-biphenyl]-3-yl)sulfonyl)-4-((3-methoxyphenyl)amino)-8-methylquinoline-3-carboxamide). As a reaction SMILES: COC1C=C(NC2C3C(=C(C)C=C(S(C4C=CC=C(C(=O)NCCCCCCCC=O)C=4)(=O)=O)C=3)N=CC=2C(N)=O)C=CC=1.[OH:45][CH2:46][C:47]1[CH:52]=[CH:51][C:50]([C:53]2[CH:58]=[CH:57][CH:56]=[C:55]([S:59]([C:62]3[CH:63]=[C:64]4[C:69](=[C:70]([CH3:72])[CH:71]=3)[N:68]=[CH:67][C:66]([C:73]([NH2:75])=[O:74])=[C:65]4[NH:76][C:77]3[CH:82]=[CH:81][CH:80]=[C:79]([O:83][CH3:84])[CH:78]=3)(=[O:61])=[O:60])[CH:54]=2)=[CH:49][CH:48]=1>>[CH:46]([C:47]1[CH:52]=[CH:51][C:50]([C:53]2[CH:58]=[CH:57][CH:56]=[C:55]([S:59]([C:62]3[CH:63]=[C:64]4[C:69](=[C:70]([CH3:72])[CH:71]=3)[N:68]=[CH:67][C:66]([C:73]([NH2:75])=[O:74])=[C:65]4[NH:76][C:77]3[CH:82]=[CH:81][CH:80]=[C:79]([O:83][CH3:84])[CH:78]=3)(=[O:60])=[O:61])[CH:54]=2)=[CH:49][CH:48]=1)=[O:45]. Procedure: The title compound was synthesized in a manner analogous to that described for Intermediate 112, using Intermediate 64 as a substrate. ES/MS calcd. for C31H26N3O5S+ 552.2. Found m/z=552.3 (M+H)+.